This data is from the Open Reaction Database (ORD), a public repository of structured organic reaction records. The task is: describe an organic reaction: reactants, conditions, products, and yield Reactants: BrBr (bromine), OC1=NC=CC=C1[N+](=O)[O-] (2-hydroxy-3-nitro-pyridine). Solvent: C(Cl)(Cl)(Cl)Cl (carbon tetrachloride). Yields the product Br.BrC=1C=C(C(=NC1)O)[N+](=O)[O-] (5-bromo-3-nitro-pyridine-2-ol-hydrobromide). RXN SMILES: [Br:1]Br.[OH:3][C:4]1[C:9]([N+:10]([O-:12])=[O:11])=[CH:8][CH:7]=[CH:6][N:5]=1>C(Cl)(Cl)(Cl)Cl>[BrH:1].[Br:1][C:7]1[CH:8]=[C:9]([N+:10]([O-:12])=[O:11])[C:4]([OH:3])=[N:5][CH:6]=1 |f:3.4|. Procedure: 3.6 ml of bromine are added dropwise to a suspension of 10.0 g (0.071 mol) of 2-hydroxy-3-nitro-pyridine in 25 ml of carbon tetrachloride whilst cooling with ice. The reaction mixture is refluxed for 2 hours. The solvent is distilled off in vacuo, the crystalline product is suction filtered and recrystallised from water.